From a dataset of the Open Reaction Database (ORD), a public repository of structured organic reaction records. describe an organic reaction: reactants, conditions, products, and yield Starting materials: O1COC2=C1C=CC(=C2)C2(CC2)C(=O)NC2=NC=C(C=C2)CC2=CC=CC=C2 (1-(benzo[d][1,3]dioxol-5-yl)-N-(5-benzylpyridin-2-yl)cyclopropanecarboxamide), O1COC2=C1C=CC(=C2)C2(CC2)C(=O)NC2=NC=C(C=C2)Br (1-(benzo[d][1,3]dioxol-5-yl)-N-(5-bromopyridin-2-yl)cyclopropanecarboxamide), [Cl-].ClC1=C(C[Zn+])C(=CC=C1)Cl ((2,6-dichlorobenzyl)zinc(II) chloride). The product is O1COC2=C1C=CC(=C2)C2(CC2)C(=O)NC2=NC=C(C=C2)CC2=C(C=CC=C2Cl)Cl (1-(Benzo[d][1,3]dioxol-5-yl)-N-(5-(2,6-dichlorobenzyl)pyridin-2-yl)cyclopropanecarboxamide). As a reaction SMILES: O1C2C=CC(C3(C(NC4C=CC(CC5C=CC=CC=5)=CN=4)=O)CC3)=CC=2OC1.[O:29]1[C:33]2[CH:34]=[CH:35][C:36]([C:38]3([C:41]([NH:43][C:44]4[CH:49]=[CH:48][C:47](Br)=[CH:46][N:45]=4)=[O:42])[CH2:40][CH2:39]3)=[CH:37][C:32]=2[O:31][CH2:30]1.[Cl-].[Cl:52][C:53]1[CH:60]=[CH:59][CH:58]=[C:57]([Cl:61])[C:54]=1[CH2:55][Zn+]>>[O:29]1[C:33]2[CH:34]=[CH:35][C:36]([C:38]3([C:41]([NH:43][C:44]4[CH:49]=[CH:48][C:47]([CH2:55][C:54]5[C:53]([Cl:52])=[CH:60][CH:59]=[CH:58][C:57]=5[Cl:61])=[CH:46][N:45]=4)=[O:42])[CH2:40][CH2:39]3)=[CH:37][C:32]=2[O:31][CH2:30]1 |f:2.3|. Procedure details: 1-(Benzo[d][1,3]dioxol-5-yl)-N-(5-(2,6-dichlorobenzyl)pyridin-2-yl)cyclopropanecarboxamide was synthesized using the procedure of 1-(benzo[d][1,3]dioxol-5-yl)-N-(5-benzylpyridin-2-yl)cyclopropanecarboxamide by reacting 1-(benzo[d][1,3]dioxol-5-yl)-N-(5-bromopyridin-2-yl)cyclopropanecarboxamide with (2,6-dichlorobenzyl)zinc(II) chloride. The reactants are C1(CCCCC1)N=C=NC1CCCCC1 (Dicyclohexylcarbodiimide), C(N)(=O)CC(=O)O (carbamoylacetic acid), C(#N)C1NC1 (2-cyanoaziridine). The solvent is O1CCCC1 (tetrahydrofuran). Conditions: temperature 0 celsius, time 1 hour. The product is C(=O)(NC1CCCCC1)NC1CCCCC1 (dicyclohexylurea). Reaction SMILES: [CH:1]1([N:7]=[C:8]=[N:9][CH:10]2[CH2:15][CH2:14][CH2:13][CH2:12][CH2:11]2)[CH2:6][CH2:5][CH2:4][CH2:3][CH2:2]1.C(CC(O)=O)(=[O:18])N.C(C1CN1)#N>O1CCCC1>[C:8]([NH:7][CH:1]1[CH2:2][CH2:3][CH2:4][CH2:5][CH2:6]1)([NH:9][CH:10]1[CH2:15][CH2:14][CH2:13][CH2:12][CH2:11]1)=[O:18]. Reported procedure: 2.15 g. Dicyclohexylcarbodiimide are introduced portionwise at 0° to 5° C. into a suspension of 1.03 g. carbamoylacetic acid and 0.68 g. 2-cyanoaziridine in 18 ml. tetrahydrofuran. The reaction mixture is stirred for 1 hour at 0° C. and then for 2 hours at ambient temperature. It is then filtered with suction and the solid material is washed with tetrahydrofuran and diethyl ether into the filtrate, 2.2 g. dicyclohexylurea (m.p. 226°-228° C.) being obtained. The filtrate is evaporated in a vacuum... Reactants: CS(=O)(=O)OCCc1ccc(C(F)(F)F)cc1, CN(C)C=O, [K+], [K+], c1ccc2c(c1)Cn1cccc1C(C1CCNCC1)O2, O=C([O-])[O-]. Product: FC(F)(F)c1ccc(CCN2CCC(C3Oc4ccccc4Cn4cccc43)CC2)cc1. Reaction SMILES: [CH3:21][S:22]([O:23][CH2:26][CH2:27][c:28]1[cH:29][cH:30][c:31]([C:34]([F:35])([F:36])[F:37])[cH:32][cH:33]1)(=[O:24])=[O:25].[CH3:44][N:45]([CH3:46])[CH:47]=[O:48].[K+:38].[K+:39].[NH:1]1[CH2:2][CH2:3][CH:4]([CH:7]2[O:8][c:9]3[c:10]([cH:17][cH:18][cH:19][cH:20]3)[CH2:11][n:12]3[c:13]2[cH:14][cH:15][cH:16]3)[CH2:5][CH2:6]1.[O-:40][C:41]([O-:42])=[O:43]>>[N:1]1([CH2:26][CH2:27][c:28]2[cH:29][cH:30][c:31]([C:34]([F:35])([F:36])[F:37])[cH:32][cH:33]2)[CH2:2][CH2:3][CH:4]([CH:7]2[O:8][c:9]3[c:10]([cH:17][cH:18][cH:19][cH:20]3)[CH2:11][n:12]3[c:13]2[cH:14][cH:15][cH:16]3)[CH2:5][CH2:6]1. The reactants are C1=CC=C(C(=C1)C=O)C=O (o-phthalaldehyde), C(C)OC(C(CCC)=P(C1=CC=CC=C1)(C1=CC=CC=C1)C1=CC=CC=C1)=O (2-(triphenylphosphoranylidene)-pentanoic acid ethyl ester). Product: C(C)OC(\C(=C\C1=C(C=CC=C1)C=O)\CCC)=O ((E)-3-(2-Formylphenyl)-2-propyl 2-propenoic acid ethyl ester). As a reaction SMILES: [CH:1]1[CH:6]=[C:5]([CH:7]=[O:8])[C:4]([CH:9]=O)=[CH:3][CH:2]=1.[CH2:11]([O:13][C:14](=[O:38])[C:15](=P(C1C=CC=CC=1)(C1C=CC=CC=1)C1C=CC=CC=1)[CH2:16][CH2:17][CH3:18])[CH3:12]>>[CH2:11]([O:13][C:14](=[O:38])/[C:15](/[CH2:16][CH2:17][CH3:18])=[CH:9]/[C:4]1[CH:3]=[CH:2][CH:1]=[CH:6][C:5]=1[CH:7]=[O:8])[CH3:12]. Procedure: From o-phthalaldehyde and 2-(triphenylphosphoranylidene)-pentanoic acid ethyl ester. Starting materials: CCO, Cl, [Fe], Nc1ncnc2ccc([N+](=O)[O-])cc12, O. Product: Cl, Nc1ccc2ncnc(N)c2c1. Reaction SMILES: [CH3:18][CH2:19][OH:20].[ClH:1].[Fe:17].[NH2:3][c:4]1[n:5][cH:6][n:7][c:8]2[cH:9][cH:10][c:11]([N+:14]([O-:15])=[O:16])[cH:12][c:13]12.[OH2:2]>>[ClH:1].[NH2:3][c:4]1[n:5][cH:6][n:7][c:8]2[cH:9][cH:10][c:11]([NH2:14])[cH:12][c:13]12. Reactants: ClC1=NC=2N(C(=C1)N(C(OC(C)(C)C)=O)C1CC1)N=CC2C=O (Tert-butyl 5-chloro-3-formylpyrazolo[1,5-a]pyrimidin-7-yl(cyclopropyl)carbamate), ClC=1C=C(C=CC1)O (3-chlorophenol), C([O-])([O-])=O.[K+].[K+] (potassium carbonate), [OH-].[Na+] (NaOH). Run in CN1CCCC1=O (NMP), O (water), O (Water). Conditions: time 1 hour. Yields the product ClC=1C=C(OC2=NC=3N(C(=C2)NC2CC2)N=CC3C=O)C=CC1 (5-(3-chlorophenoxy)-7-(cyclopropylamino)pyrazolo[1,5-a]pyrimidine-3-carbaldehyde). Yield: 65.0%. Reaction SMILES: Cl[C:2]1[CH:7]=[C:6]([N:8]([CH:16]2[CH2:18][CH2:17]2)C(=O)OC(C)(C)C)[N:5]2[N:19]=[CH:20][C:21]([CH:22]=[O:23])=[C:4]2[N:3]=1.[Cl:24][C:25]1[CH:26]=[C:27]([OH:31])[CH:28]=[CH:29][CH:30]=1.C(=O)([O-])[O-].[K+].[K+].[OH-].[Na+]>O.CN1C(=O)CCC1>[Cl:24][C:25]1[CH:26]=[C:27]([CH:28]=[CH:29][CH:30]=1)[O:31][C:2]1[CH:7]=[C:6]([NH:8][CH:16]2[CH2:17][CH2:18]2)[N:5]2[N:19]=[CH:20][C:21]([CH:22]=[O:23])=[C:4]2[N:3]=1 |f:2.3.4,5.6|. Reported procedure: Tert-butyl 5-chloro-3-formylpyrazolo[1,5-a]pyrimidin-7-yl(cyclopropyl)carbamate (1.0 eq, 49 mg, 0.145 mmol) was mixed in a vial with NMP (0.2 ml), 3-chlorophenol (5.0 eq, 93 mg, 0.274 mmol) and potassium carbonate (5.0 eq, 100 mg, 0.723 mmol). The reaction mixture was stirred at room temperature for one hour. Water was added and the resulting gummy material was extracted with methylene chloride. The organic phase was dried over Na2SO4 and the volatiles removed in vacuo. The resulting NMP solutio... Reactants: CN(C)c1ccncc1, Oc1cc(C(F)(F)F)ccc1Cl, ClCCl, O=S(=O)(OS(=O)(=O)C(F)(F)F)C(F)(F)F, O. Yields the product Oc1cc(C(F)(F)F)ccc1Cl, O=S(=O)(O)C(F)(F)F. Reaction SMILES: [CH3:31][N:32]([c:33]1[cH:34][cH:35][n:36][cH:37][cH:38]1)[CH3:39].[Cl:1][c:2]1[c:3]([OH:12])[cH:4][c:5]([C:8]([F:9])([F:10])[F:11])[cH:6][cH:7]1.[Cl:28][CH2:29][Cl:30].[F:13][C:14]([F:15])([F:16])[S:17](=[O:18])(=[O:19])[O:20][S:21]([C:22]([F:23])([F:24])[F:25])(=[O:26])=[O:27].[OH2:40]>>[Cl:1][c:2]1[c:3]([OH:12])[cH:4][c:5]([C:8]([F:9])([F:10])[F:11])[cH:6][cH:7]1.[F:13][C:14]([F:15])([F:16])[S:17](=[O:18])(=[O:19])[OH:20]. Reaction SMILES: [C:1]([O:5][C:6](=[O:32])[NH:7][CH2:8][C:9]1[N:10]([CH2:28][CH:29]([CH3:31])[CH3:30])[C:11](=[O:27])[C:12]2[C:17]([C:18]=1[C:19]1[S:20][CH:21]=[CH:22][CH:23]=1)=[CH:16][C:15]([C:24]([NH2:26])=O)=[CH:14][CH:13]=2)([CH3:4])([CH3:3])[CH3:2].N1C(Cl)=NC(Cl)=NC=1Cl.CN(C)C=O>O>[C:1]([O:5][C:6](=[O:32])[NH:7][CH2:8][C:9]1[N:10]([CH2:28][CH:29]([CH3:30])[CH3:31])[C:11](=[O:27])[C:12]2[C:17]([C:18]=1[C:19]1[S:20][CH:21]=[CH:22][CH:23]=1)=[CH:16][C:15]([C:24]#[N:26])=[CH:14][CH:13]=2)([CH3:4])([CH3:3])[CH3:2]. Reactants: C(C)(C)(C)OC(NCC=1N(C(C2=CC=C(C=C2C1C=1SC=CC1)C(=O)N)=O)CC(C)C)=O (tert-butyl[6-(aminocarbonyl)-2-isobutyl-1-oxo-4-(2-thienyl)-1,2-dihydro-3-isoquinolinyl]methylcarbamate), N1=C(Cl)N=C(Cl)N=C1Cl (cyanuric chloride), CN(C=O)C (N,N-dimethylformamide). Reported procedure: A solution of tert-butyl[6-(aminocarbonyl)-2-isobutyl-1-oxo-4-(2-thienyl)-1,2-dihydro-3-isoquinolinyl]methylcarbamate (0.23 g, 0.5 mmol) and cyanuric chloride (0.28 g, 1.5 mmol) in N,N-dimethylformamide (10 mmol) was stirred at 0° C. for 1 h. The reaction mixture was poured into water and extracted with ethyl acetate. The extract was washed with brine, dried over anhydrous magnesium sulfate and concentrated under reduced pressure. The residue was purified by silica gel column chromatography to g... Yield: 91.4%. Run in O (water). The product is C(C)(C)(C)OC(NCC=1N(C(C2=CC=C(C=C2C1C=1SC=CC1)C#N)=O)CC(C)C)=O (tert-butyl[6-cyano-2-isobutyl-1-oxo-4-(2-thienyl)-1,2-dihydro-3-isoquinolinyl]methylcarbamate). Starting materials: CC1(OB(OC1(C)C)C=1C=NNC1)C (4-(4,4,5,5-tetramethyl-[1,3,2]dioxaborolan-2-yl)-1H-pyrazole), BrCCOCCOC (1-(2-bromo-ethoxy)-2-methoxy-ethane), C(=O)([O-])[O-].[Cs+].[Cs+] (Cs2CO3). The solvent is CN(C)C=O (DMF), CCOC(=O)C (EtOAc). Reaction conditions: temperature 95 celsius, time 18 hour. Product: COCCOCCN1N=CC(=C1)B1OC(C(O1)(C)C)(C)C (1-[2-(2-Methoxy-ethoxy)-ethyl]-4-(4,4,5,5-tetramethyl-[1,3,2]dioxaborolan-2-yl)-1H-pyrazole). Reaction SMILES: [CH3:1][C:2]1([CH3:14])[C:6]([CH3:8])([CH3:7])[O:5][B:4]([C:9]2[CH:10]=[N:11][NH:12][CH:13]=2)[O:3]1.Br[CH2:16][CH2:17][O:18][CH2:19][CH2:20][O:21][CH3:22].C([O-])([O-])=O.[Cs+].[Cs+]>CN(C=O)C.CCOC(C)=O>[CH3:22][O:21][CH2:20][CH2:19][O:18][CH2:17][CH2:16][N:12]1[CH:13]=[C:9]([B:4]2[O:5][C:6]([CH3:7])([CH3:8])[C:2]([CH3:14])([CH3:1])[O:3]2)[CH:10]=[N:11]1 |f:2.3.4|. Procedure details: A mixture of 4-(4,4,5,5-tetramethyl-[1,3,2]dioxaborolan-2-yl)-1H-pyrazole (500 mg, 2.58 mmol), 1-(2-bromo-ethoxy)-2-methoxy-ethane (566 mg, 3.09 mmol) and Cs2CO3 (840 mg, 2.58 mmol) in DMF (5 mL) was stirred at 95° C. for 18 h. The mixture was diluted with EtOAc and washed with water and brine. The organic layer was dried over Na2SO4, filtered and concentrated to afford the title compound as an oil. (MH+=297.1, 1H-NMR in CDCl3: 7.77 (m, 1 or 2H) 4.31 (t, 2H); 3.85 (t, 2H); 3.54 (m, 2H); 3.48 (m,... Reactants: CCO, O=[N+]([O-])c1ccc(Cl)c2cnsc12, [Na+], [OH-], O, O=S(=O)(O)O. Product: O=[N+]([O-])c1ccc(O)c2cnsc12. As a reaction SMILES: [CH3:22][CH2:23][OH:24].[Cl:1][c:2]1[cH:3][cH:4][c:5]([N+:11](=[O:12])[O-:13])[c:6]2[c:7]1[cH:8][n:9][s:10]2.[Na+:15].[OH-:14].[OH2:16].[S:17]([OH:18])(=[O:19])(=[O:20])[OH:21]>>[c:2]1([OH:18])[cH:3][cH:4][c:5]([N+:11](=[O:12])[O-:13])[c:6]2[c:7]1[cH:8][n:9][s:10]2.